Dataset: the Open Reaction Database (ORD), a public repository of structured organic reaction records. Task: describe an organic reaction: reactants, conditions, products, and yield Reactants: CC1=C(C=CC=2SC3=CC=CC=C3NC12)C (1,2-dimethylphenothiazine), [H-].[Na+] (sodium hydride), O (water), ClCCCI (1-chloro-3-iodopropane). Run in CN(C)C=O (N,N′-dimethylformamide). Product: CC1=C(C=CC=2SC3=CC=CC=C3N(C12)CCCCl)C (1,2-Dimethl-10-(3-chloropropyl)phenothiazine). Isolated yield 57.2%. Reaction SMILES: [CH3:1][C:2]1[C:15]2[NH:14][C:13]3[C:8](=[CH:9][CH:10]=[CH:11][CH:12]=3)[S:7][C:6]=2[CH:5]=[CH:4][C:3]=1[CH3:16].[H-].[Na+].[Cl:19][CH2:20][CH2:21][CH2:22]I.O>CN(C=O)C>[CH3:1][C:2]1[C:15]2[N:14]([CH2:22][CH2:21][CH2:20][Cl:19])[C:13]3[C:8](=[CH:9][CH:10]=[CH:11][CH:12]=3)[S:7][C:6]=2[CH:5]=[CH:4][C:3]=1[CH3:16] |f:1.2|. Procedure: To a solution of 5.0 g of 1,2-dimethylphenothiazine in N,N′-dimethylformamide was added 970 mg of sodium hydride under stirring at room temperature. After stirring at room temperature for 30 min, 4.0 g of 1-chloro-3-iodopropane was added dropwise followed by stirring at room temperature overnight. After adding water, the reaction mixture was extracted with ethyl acetate. The organic layer was washed with water and dried over anhydrous magnesium sulfate. After evaporating the solvent under reduce...